From a dataset of the Open Reaction Database (ORD), a public repository of structured organic reaction records. describe an organic reaction: reactants, conditions, products, and yield Reactants: [SiH](Cl)(Cl)Cl (Cl3SiH), [SiH](CC)(CC)CC (Et3SiH), CC(C=C)(C)C (3,3-dimethyl-1-butene). The product is [Si](Cl)(Cl)(Cl)CCC(C)(C)C (Cl3SiCH2CH2CMe3), [Si](CC)(CC)(CC)CCC(C)(C)C (Et3SiCH2CH2CMe3). The yield is 59.8%. Reaction SMILES: [SiH:1]([CH2:6][CH3:7])([CH2:4][CH3:5])[CH2:2][CH3:3].[CH3:8][C:9]([CH3:13])([CH3:12])[CH:10]=[CH2:11].[SiH:14]([Cl:17])([Cl:16])[Cl:15]>>[Si:14]([CH2:11][CH2:10][C:9]([CH3:13])([CH3:12])[CH3:8])([Cl:17])([Cl:16])[Cl:15].[Si:1]([CH2:11][CH2:10][C:9]([CH3:13])([CH3:12])[CH3:8])([CH2:6][CH3:7])([CH2:4][CH3:5])[CH2:2][CH3:3]. Procedure details: In a 100 ml apparatus, there were combined 11.6 g (0.1 mol) of Et3SiH, 8.4 g (0.1 mol) of 3,3-dimethyl-1-butene, and 13.6 g (0.1 mol) of Cl3SiH. Pt Catalyst solution was added (0.05 ml) at 24° C., causing a rapid exothermic reaction to 57° C. in 4 min. Vacuum distillation yielded 1.82 g (8.3%) of Cl3SiCH2CH2CMe3 and 11.95 g (59.8%) of Et3SiCH2CH2CMe3. This example shows that Cl3SiH is an effective promoter at the equimolar level for the reaction between Et3SiH and 3,3-dimethyl-1-butene. RXN SMILES: [CH:1]1[C:10]2[C:5](=[CH:6][CH:7]=[CH:8][CH:9]=2)[CH:4]=[CH:3][C:2]=1[C:11](=[O:27])[CH2:12][O:13][C:14](=[O:26])[CH2:15][CH2:16][CH:17]([OH:25])[CH2:18][CH2:19][CH2:20][CH2:21][CH2:22][CH2:23][CH3:24].N1C=CC=CC=1.[CH3:34][CH:35]([CH2:39][CH2:40][C:41]1[CH:46]=[CH:45][CH:44]=[CH:43][CH:42]=1)[CH2:36][CH2:37][OH:38].Cl[C:48]([O-])=[O:49]>C1COCC1>[CH:1]1[C:10]2[C:5](=[CH:6][CH:7]=[CH:8][CH:9]=2)[CH:4]=[CH:3][C:2]=1[C:11](=[O:27])[CH2:12][O:13][C:14](=[O:26])[CH2:15][CH2:16][CH:17]([O:25][C:48]([O:38][CH2:37][CH2:36][CH:35]([CH3:34])[CH2:39][CH2:40][C:41]1[CH:46]=[CH:45][CH:44]=[CH:43][CH:42]=1)=[O:49])[CH2:18][CH2:19][CH2:20][CH2:21][CH2:22][CH2:23][CH3:24] |f:2.3|. The reactants are C1=C(C=CC2=CC=CC=C12)C(COC(CCC(CCCCCCC)O)=O)=O (4-hydroxy-undecanoic acid-2-naphthalen-2-yl-2-oxo-ethyl ester), N1=CC=CC=C1 (pyridine), CC(CCO)CCC1=CC=CC=C1.ClC(=O)[O-] (3-methyl-5-phenyl-pentanol chloroformate). Conditions: time 3 hour. Product: C1=C(C=CC2=CC=CC=C12)C(COC(CCC(CCCCCCC)OC(=O)OCCC(CCC1=CC=CC=C1)C)=O)=O (4-(3-Methyl-5-phenyl-pentyloxycarbonyloxy)-undecanoic acid 2-naphthalen-2-yl-2-oxo-ethyl ester). Solvent: C1CCOC1 (THF), C1CCOC1 (THF). Reported procedure: To a solution of 4.00 g of 4-hydroxy-undecanoic acid-2-naphthalen-2-yl-2-oxo-ethyl ester and 1.71 g of pyridine in 20 ml of THF, a solution of 2.91 g of 3-methyl-5-phenyl-pentanol-chloroformate in 10 ml of THF was dropped in at 0° C. The mixture was stirred for 3 hours at room temperature. Then, the reaction mixture was quenched with water and extracted with ether. The organic phase was washed with 2N HCl, saturated sodium bicarbonate, and water. Then, the mixture was dried, filtered, and evapor... The yield is 88.0%. Reactants: Cl.COC=1C(=CC2=C(N(C(N2)=O)C2CCNCC2)C1)Cl (6-Methoxy-5-chloro-1-(4-piperidinyl)-1,3-dihydro-2H-benzimidazol-2-one hydrochloride), Ti(iPrO)4, O1CCC(CC1)=O (tetrahydro-4H-pyran-4-one), [BH3-]C#N.[Na+] (NaBH3CN). Run in CO (methanol). Run at time 2 hour. The product is ClC1=CC2=C(N(C(N2)=O)C2CCN(CC2)C2CCOCC2)C=C1OC (5-chloro-6-methoxy-1-[1-(tetrahydro-2H-pyran-4-yl)-4-piperidinyl]-1,3-dihydro-2H-benzimidazol-2-one). RXN SMILES: Cl.[CH3:2][O:3][C:4]1[C:5]([Cl:20])=[CH:6][C:7]2[NH:11][C:10](=[O:12])[N:9]([CH:13]3[CH2:18][CH2:17][NH:16][CH2:15][CH2:14]3)[C:8]=2[CH:19]=1.[O:21]1[CH2:26][CH2:25][C:24](=O)[CH2:23][CH2:22]1.[BH3-]C#N.[Na+]>CO>[Cl:20][C:5]1[C:4]([O:3][CH3:2])=[CH:19][C:8]2[N:9]([CH:13]3[CH2:14][CH2:15][N:16]([CH:24]4[CH2:25][CH2:26][O:21][CH2:22][CH2:23]4)[CH2:17][CH2:18]3)[C:10](=[O:12])[NH:11][C:7]=2[CH:6]=1 |f:0.1,3.4|. Procedure details: 6-Methoxy-5-chloro-1-(4-piperidinyl)-1,3-dihydro-2H-benzimidazol-2-one hydrochloride (D50) (30 mg, 0.1 mmol), Ti(iPrO)4 (0.15 ml, 0.5 mmol), and tetrahydro-4H-pyran-4-one (50 mg, 0.5 mmol) were stirred together at room temperature for 1 h; dry methanol (1 ml) followed by NaBH3CN (30 mg, 0.5 mmol) were added and the mixture was stirred at room temperature for 2 h. The crude mixture was then quenched with methanol and it was purified first by SCX column chromatography followed by silica gel chroma...